Dataset: the Open Reaction Database (ORD), a public repository of structured organic reaction records. Task: describe an organic reaction: reactants, conditions, products, and yield The reactants are Cl.FC=1C=C(C=CC1)S(=O)(=O)C=1C=C2CCCC(C2=CC1)CN (C-[6-(3-Fluoro-benzenesulfonyl)-1,2,3,4-tetrahydro-naphthalen-1-yl]-methylamine hydrochloride), CS(=O)(=O)Cl (Methanesulfonyl chloride). Solvent: C(Cl)Cl (methylene chloride), N1=CC=CC=C1 (pyridine). Run at time 5 minute. Yields the product FC=1C=C(C=CC1)S(=O)(=O)C=1C=C2CCC[C@H](C2=CC1)CNS(=O)(=O)C ((R)—N-[6-(3-Fluoro-benzenesulfonyl)-1,2,3,4-tetrahydro-naphthalen-1-ylmethyl]-methanesulfonamide). Yield: 69.6%. Reaction SMILES: Cl.[F:2][C:3]1[CH:4]=[C:5]([S:9]([C:12]2[CH:13]=[C:14]3[C:19](=[CH:20][CH:21]=2)[CH:18]([CH2:22][NH2:23])[CH2:17][CH2:16][CH2:15]3)(=[O:11])=[O:10])[CH:6]=[CH:7][CH:8]=1.[CH3:24][S:25](Cl)(=[O:27])=[O:26]>C(Cl)Cl.N1C=CC=CC=1>[F:2][C:3]1[CH:4]=[C:5]([S:9]([C:12]2[CH:13]=[C:14]3[C:19](=[CH:20][CH:21]=2)[C@H:18]([CH2:22][NH:23][S:25]([CH3:24])(=[O:27])=[O:26])[CH2:17][CH2:16][CH2:15]3)(=[O:11])=[O:10])[CH:6]=[CH:7][CH:8]=1 |f:0.1|. Procedure details: C-[6-(3-Fluoro-benzenesulfonyl)-1,2,3,4-tetrahydro-naphthalen-1-yl]-methylamine hydrochloride (0.5 gms, 1.41 mmole) was dissolved in 20 mL methylene chloride and 0.5 mL pyridine, and the mixture was cooled in an ice bath. Methanesulfonyl chloride (0.16 g, 1.41 mmol) was added dropwise, and the reaction mixture was stirred for five minutes at ice bath temperature, then allowed to warm to room temperature. The reaction mixture was quenched by addition of water, and was extracted with methylene chl...